Dataset: the Open Reaction Database (ORD), a public repository of structured organic reaction records. Task: describe an organic reaction: reactants, conditions, products, and yield The reactants are CC(C(C)(C)O1)(C)OB1C2=CC(C3CC3)=CC(C4=CN=CS4)=C2, ClC1=CC2=C(C=CN2)C=C1. The reagents and catalysts are CC(C)(C)C1=CC=C(C=C1)C2=CC=C(C=C2)C(C)(C)C, [O-]P(=O)([O-])[O-].[K+].[K+].[K+], CC(C1=CC(C(C)C)=C(C2=CC=CC=C2P(C3CCCCC3)C4CCCCC4)C(C(C)C)=C1)C.NC5=CC=CC=C5C6=CC=CC=[C-]6.Cl[Pd+]. Run in C1CCOC1, O (water), C1CCOC1. Run at temperature 25 celsius, time 24 hour. Product: C12=C(NC=C2)C=C(C3=CC(C4CC4)=CC(C5=CN=CS5)=C3)C=C1. Yield: 77.0%. Starting materials: COC1=C(C(=O)Cl)C=CC=C1 (2-Methoxy benzoyl chloride), CC(C)C1=C(C(=CC=C1)C(C)C)NC(CNC(C1=CC=CC=C1)C1=CC=CC=C1)=O (N-[2,6-bis(1-Methylethyl)phenyl]-2-[(diphenylmethyl)amino]acetamide). Solvent: C(C)N(CC)CC (triethylamine). Conditions: time 2 day. Product: CC(C)C1=C(C(=CC=C1)C(C)C)NC(CN(C(C1=C(C=CC=C1)OC)=O)C(C1=CC=CC=C1)C1=CC=CC=C1)=O (N-[2-[[2,6-bis(1-Methylethyl)phenyl]amino]-2-oxoethyl]-N-(diphenylmethyl)-2-methoxybenzamide). Reaction SMILES: [CH3:1][O:2][C:3]1[CH:11]=[CH:10][CH:9]=[CH:8][C:4]=1[C:5](Cl)=[O:6].[CH3:12][CH:13]([C:15]1[CH:20]=[CH:19][CH:18]=[C:17]([CH:21]([CH3:23])[CH3:22])[C:16]=1[NH:24][C:25](=[O:41])[CH2:26][NH:27][CH:28]([C:35]1[CH:40]=[CH:39][CH:38]=[CH:37][CH:36]=1)[C:29]1[CH:34]=[CH:33][CH:32]=[CH:31][CH:30]=1)[CH3:14]>C(N(CC)CC)C>[CH3:14][CH:13]([C:15]1[CH:20]=[CH:19][CH:18]=[C:17]([CH:21]([CH3:22])[CH3:23])[C:16]=1[NH:24][C:25](=[O:41])[CH2:26][N:27]([CH:28]([C:35]1[CH:36]=[CH:37][CH:38]=[CH:39][CH:40]=1)[C:29]1[CH:30]=[CH:31][CH:32]=[CH:33][CH:34]=1)[C:5](=[O:6])[C:4]1[CH:8]=[CH:9][CH:10]=[CH:11][C:3]=1[O:2][CH3:1])[CH3:12]. Procedure: 2-Methoxy benzoyl chloride (0.65 g) was added to a mixture of 1.50 g the product of Example 4 and excess triethylamine in 100 mL EtoAc. The reaction mixture was allowed to sit 2 days at room temperature and was then concentrated to dryness, the residue dissolved in 250 mL CH2Cl2, the organic solution washed with dilute sulfuric acid, brine, potassium carbonate solution, and brine. The solution was dried over MgSO4, filtered, and concentrated to an oil which crystallized upon addition of 1/1, hex... Reactants: N1N=C(N=C1)C(=O)N (1,2,4-triazole-3-carboxamide), C1(=CC=CC=C1)S(=O)(=O)Cl (benzenesulfonyl chloride), CCOCC (ether). The solvent is C(C)N(CC)CC (triethylamine). The product is C1(=CC=CC=C1)S(=O)(=O)C1=NC(=NN1)C(=O)N ((Phenylsulfonyl)-s-triazole-3-carboxamide). As a reaction SMILES: [NH:1]1[CH:5]=[N:4][C:3]([C:6]([NH2:8])=[O:7])=[N:2]1.[C:9]1([S:15](Cl)(=[O:17])=[O:16])[CH:14]=[CH:13][CH:12]=[CH:11][CH:10]=1.CCOCC>C(N(CC)CC)C>[C:9]1([S:15]([C:5]2[NH:1][N:2]=[C:3]([C:6]([NH2:8])=[O:7])[N:4]=2)(=[O:17])=[O:16])[CH:14]=[CH:13][CH:12]=[CH:11][CH:10]=1. Procedure: To a cooled, stirred mixture of 3 g. of 1,2,4-triazole-3-carboxamide and 4.8 g. of benzenesulfonyl chloride in 125 ml. of anhydrous ether is added rapidly 2.75 g. of triethylamine. The cooling bath is removed and the mixture is stirred at room temperature for 17.5 hours. The heterogeneous mixture is filtered and the colorless solid washed successively with ether, cold water and ether again, then air dried for approximately 10 minutes and dried in vacuo for 6 hours. The dried product is extracted... The product is N1=C(C=CC=C1)C1=CC=C2CCNCC2=C1 (7-Pyridin-2-yl-1,2,3,4-tetrahydro-isoquinoline). Reported procedure: In close analogy to the procedure described above, 7-Bromo-isoquinoline is reacted with 2-trimethylstannyl-pyridine and sodium borohydride to provide the title compound. Reactants: BrC1=CC=C2C=CN=CC2=C1 (7-Bromo-isoquinoline), C[Sn](C1=NC=CC=C1)(C)C (2-trimethylstannyl-pyridine), [BH4-].[Na+] (sodium borohydride). As a reaction SMILES: Br[C:2]1[CH:11]=[C:10]2[C:5]([CH:6]=[CH:7][N:8]=[CH:9]2)=[CH:4][CH:3]=1.C[Sn](C)(C)[C:14]1[CH:19]=[CH:18][CH:17]=[CH:16][N:15]=1.[BH4-].[Na+]>>[N:15]1[CH:16]=[CH:17][CH:18]=[CH:19][C:14]=1[C:2]1[CH:11]=[C:10]2[C:5]([CH2:6][CH2:7][NH:8][CH2:9]2)=[CH:4][CH:3]=1 |f:2.3|. Product: COC1=CC=C(C=C1)CC(=O)NC1=C(SC=C1)C=1N=CN(C1)C (2-(4-Methoxyphenyl)-N-(2-(1-methyl-1H-imidazol-4-yl)thiophen-3-yl)acetamide). Procedure: The title compound was prepared from 2-(1-methyl-1H-imidazol-4-yl)thiophen-3-amine and 2-(4-methoxyphenyl)acetic acid using protocol B and was purified by HPLC. Method [8] Retention time 3.55 min by HPLC (MH+ 328). 1H NMR (300 MHz, DMSO) δ 10.37 (s, 1H), 8.33 (s, 1H), 7.48 (3m, H), 7.26 (d, J=8.4 Hz, 2H), 6.92 (d, J=8.4 Hz, 2H), (s, 6H), 3.60 (s, 2H). Reaction SMILES: [CH3:1][N:2]1[CH:6]=[C:5]([C:7]2[S:8][CH:9]=[CH:10][C:11]=2[NH2:12])[N:4]=[CH:3]1.[CH3:13][O:14][C:15]1[CH:20]=[CH:19][C:18]([CH2:21][C:22](O)=[O:23])=[CH:17][CH:16]=1>>[CH3:13][O:14][C:15]1[CH:20]=[CH:19][C:18]([CH2:21][C:22]([NH:12][C:11]2[CH:10]=[CH:9][S:8][C:7]=2[C:5]2[N:4]=[CH:3][N:2]([CH3:1])[CH:6]=2)=[O:23])=[CH:17][CH:16]=1. Reactants: CN1C=NC(=C1)C=1SC=CC1N (2-(1-methyl-1H-imidazol-4-yl)thiophen-3-amine), COC1=CC=C(C=C1)CC(=O)O (2-(4-methoxyphenyl)acetic acid). The reactants are CCc1c(C(=O)C(N)=O)c2c(OCC(=O)OC)nc(S(C)(=O)=O)nc2n1Cc1ccccc1, C[O-], CO, [Na+], C1CCOC1. The product is CCc1c(C(=O)C(N)=O)c2c(OCC(=O)OC)nc(OC)nc2n1Cc1ccccc1. As a reaction SMILES: [CH3:1][O:2][C:3]([CH2:4][O:5][c:6]1[c:7]2[c:8]([n:9][c:10]([S:12]([CH3:13])(=[O:14])=[O:15])[n:11]1)[n:16]([CH2:26][c:27]1[cH:28][cH:29][cH:30][cH:31][cH:32]1)[c:17]([CH2:24][CH3:25])[c:18]2[C:19]([C:20](=[O:21])[NH2:22])=[O:23])=[O:33].[CH3:34][O-:35].[CH3:42][OH:43].[Na+:36].[O:37]1[CH2:38][CH2:39][CH2:40][CH2:41]1>>[CH3:1][O:2][C:3]([CH2:4][O:5][c:6]1[c:7]2[c:8]([n:9][c:10]([O:35][CH3:34])[n:11]1)[n:16]([CH2:26][c:27]1[cH:28][cH:29][cH:30][cH:31][cH:32]1)[c:17]([CH2:24][CH3:25])[c:18]2[C:19]([C:20](=[O:21])[NH2:22])=[O:23])=[O:33]. The reactants are O=C1C(CSC1)C(=O)OC (methyl tetrahydro-4-oxo-3-thiophenecarboxylate), C(=C)(C)CC(=O)[O-] (isopropenylacetate), C1(=CC=C(C=C1)S(=O)(=O)O)C (p-toluenesulfonic acid). Conditions: temperature -25 celsius. Yields the product COC(=O)C1=CSC=C1OC(C)=O (4-acetoxy-3-thiophenecarboxylic acid methyl ester). As a reaction SMILES: [O:1]=[C:2]1[CH2:6][S:5][CH2:4][CH:3]1[C:7]([O:9][CH3:10])=[O:8].C([CH2:14][C:15]([O-])=[O:16])(C)=C.C1(C)C=CC(S(O)(=O)=O)=CC=1>>[CH3:10][O:9][C:7]([C:3]1[C:2]([O:1][C:15](=[O:16])[CH3:14])=[CH:6][S:5][CH:4]=1)=[O:8]. Procedure: A 320 g. portion of methyl tetrahydro-4-oxo-3-thiophenecarboxylate [Hromatka et al., Monat. Chemie, 104, 1520 (1973)] is dissolved in 650 ml. of isopropenylacetate, 2.0 g. of p-toluenesulfonic acid is added and the mixture is refluxed overnight. The mixture is concentrated, dissolved in 750 ml. of methylene chloride, cooled to -25° C. and 160 ml. of sulfuryl chloride is added over a one hour period. The methylene chloride is distilled off giving 4-acetoxy-3-thiophenecarboxylic acid methyl ester.